This data is from the Open Reaction Database (ORD), a public repository of structured organic reaction records. The task is: describe an organic reaction: reactants, conditions, products, and yield Reactants: C(=O)([O-])[O-].[Na+].[Na+] (Na2CO3), O=C1CCC(CC1)C(=O)OCC (ethyl 4-oxocyclohexanecarboxylate), O=C1NC2=C(N1C1CCNCC1)C=CC=C2 (4-(2-oxo-1-benzimidazolinyl)piperidine), C(C)(=O)O[BH-](OC(C)=O)OC(C)=O.[Na+] (sodium triacetoxyborohydride). Run in ClCCl (dichloromethane), C(C)(=O)O (acetic acid), ClCCCl (1,2-dichloroethane). Reaction conditions: time 72 hour. Product: O=C1NC2=C(N1C1CCN(CC1)C1CCC(CC1)C(=O)OCC)C=CC=C2 (ethyl 1-[4-(2-keto-1-benzimidazolinyl)piperidin-1-yl]cyclohexane4-carboxylate). The yield is 65.9%. As a reaction SMILES: O=[C:2]1[CH2:7][CH2:6][CH:5]([C:8]([O:10][CH2:11][CH3:12])=[O:9])[CH2:4][CH2:3]1.[O:13]=[C:14]1[N:18]([CH:19]2[CH2:24][CH2:23][NH:22][CH2:21][CH2:20]2)[C:17]2[CH:25]=[CH:26][CH:27]=[CH:28][C:16]=2[NH:15]1.C(O[BH-](OC(=O)C)OC(=O)C)(=O)C.[Na+].C([O-])([O-])=O.[Na+].[Na+]>ClCCl.C(O)(=O)C.ClCCCl>[O:13]=[C:14]1[N:18]([CH:19]2[CH2:20][CH2:21][N:22]([CH:2]3[CH2:7][CH2:6][CH:5]([C:8]([O:10][CH2:11][CH3:12])=[O:9])[CH2:4][CH2:3]3)[CH2:23][CH2:24]2)[C:17]2[CH:25]=[CH:26][CH:27]=[CH:28][C:16]=2[NH:15]1 |f:2.3,4.5.6|. Procedure details: A mixture of ethyl 4-oxocyclohexanecarboxylate (1.86 g), 4-(2-oxo-1-benzimidazolinyl)piperidine (1.98 g), 1,2-dichloroethane (40 mL), glacial acetic acid (0.52 mL) and sodium triacetoxyborohydride (3.47 g) was stirred at room temperature for 72 h. The reaction mixture was poured into dichloromethane (50 mL) and saturated Na2CO3 (50 mL) and the layers separated. The aqueous layer was extracted with 2×50 mL of dichloromethane and the combined organic layers dried over MgSO4 and concentrated to dry... The reactants are C(C)(=O)OC(C)=O (acetic anhydride), NC1=CC=C(C=C1)C1=CC=C2C(C(=CN3C(CCC1=C23)C)C(=O)O)=O (8-(4-aminophenyl)-6,7-dihydro-5-methyl-1-oxo-1H,5H-benzo-[ij]quinolizine-2-carboxylic acid). The solvent is C(=O)O (formic acid). Product: O.C(=O)NC1=CC=C(C=C1)C1=CC=C2C(C(=CN3C(CCC1=C23)C)C(=O)O)=O (6,7-dihydro-8-(4-formamidophenyl)-5-methyl-1-oxo-1H,5H-benzo[ij]quinolizine-2-carboxylic acid hydrate). As a reaction SMILES: [C:1](OC(=O)C)(=[O:3])C.[NH2:8][C:9]1[CH:14]=[CH:13][C:12]([C:15]2[C:26]3=[C:27]4[N:22]([CH:23]([CH3:28])[CH2:24][CH2:25]3)[CH:21]=[C:20]([C:29]([OH:31])=[O:30])[C:19](=[O:32])[C:18]4=[CH:17][CH:16]=2)=[CH:11][CH:10]=1>C(O)=O>[OH2:3].[CH:1]([NH:8][C:9]1[CH:14]=[CH:13][C:12]([C:15]2[C:26]3=[C:27]4[N:22]([CH:23]([CH3:28])[CH2:24][CH2:25]3)[CH:21]=[C:20]([C:29]([OH:31])=[O:30])[C:19](=[O:32])[C:18]4=[CH:17][CH:16]=2)=[CH:11][CH:10]=1)=[O:3] |f:3.4|. Procedure details: To a hot mixture of 20 ml of 97% formic acid and 10 ml of acetic anhydride was added 1.5 g of 8-(4-aminophenyl)-6,7-dihydro-5-methyl-1-oxo-1H,5H-benzo-[ij]quinolizine-2-carboxylic acid. The mixture was heated on a steam bath for 15 minutes and then evaporated. The residue was triturated with water to provide a solid. The solid was recrystallized from glacial acetic acid to provide 6,7-dihydro-8-(4-formamidophenyl)-5-methyl-1-oxo-1H,5H-benzo[ij]quinolizine-2-carboxylic acid hydrate, m.p. >300° C.... Reaction SMILES: [H-].[Na+].[CH2:3]([O:7][C:8]1[C:13]([CH2:14][OH:15])=[CH:12][C:11]([C:16]2[CH:21]=[CH:20][C:19]([S:22]([CH3:25])(=[O:24])=[O:23])=[CH:18][CH:17]=2)=[C:10]([C:26]2[CH:31]=[CH:30][C:29]([F:32])=[CH:28][CH:27]=2)[N:9]=1)[CH2:4][CH2:5][CH3:6].[CH3:33]I.O>CN(C)C=O>[CH2:3]([O:7][C:8]1[C:13]([CH2:14][O:15][CH3:33])=[CH:12][C:11]([C:16]2[CH:17]=[CH:18][C:19]([S:22]([CH3:25])(=[O:24])=[O:23])=[CH:20][CH:21]=2)=[C:10]([C:26]2[CH:27]=[CH:28][C:29]([F:32])=[CH:30][CH:31]=2)[N:9]=1)[CH2:4][CH2:5][CH3:6] |f:0.1|. Conditions: time 1 hour. Reactants: O (Water), [H-].[Na+] (Sodium hydride), C(CCC)OC1=NC(=C(C=C1CO)C1=CC=C(C=C1)S(=O)(=O)C)C1=CC=C(C=C1)F (2-butoxy-6-(4-fluorophenyl)-3-hydroxymethyl-5-[4-(methylsulfonyl)phenyl]pyridine), CI (methyl iodide). Procedure: Sodium hydride (11 mg 4.5 mMol) is added to a stirring solution of 2-butoxy-6-(4-fluorophenyl)-3-hydroxymethyl-5-[4-(methylsulfonyl)phenyl]pyridine (Example 29) (128 mg, 0.3 mMol) in dimethylformamide (50 mL). After 1 hour, methyl iodide (85 mg, 0.6 mMol) is added and the reaction mixture is stirred for 20 hours at room temperature. Water (1 mL) is added dropwise and the mixture is concentrated to an oily solid. The titled material is purified by silica gel chromatography. Yields the product C(CCC)OC1=NC(=C(C=C1COC)C1=CC=C(C=C1)S(=O)(=O)C)C1=CC=C(C=C1)F (2-Butoxy-6-(4-fluorophenyl)-3-(methoxymethyl)-5-[4-(methylsulfonyl)phenyl]pyridine). Run in CN(C=O)C (dimethylformamide). Reactants: NC1=NC(=CC(=N1)Cl)NCC1C(C1)(Cl)Cl (2-amino-4-chloro-6-{[(2,2-dichloro-cyclopropyl)methyl]amino}pyrimidine), C(C)(=O)O.C(=O)OC=O (acetic acid formic acid anhydride). Run in C(C)#N (acetonitrile), C(C)#N (acetonitrile). Reaction conditions: time 30 hour. The product is C(=O)NC1=NC(=CC(=N1)Cl)NCC1C(C1)(Cl)Cl (2-Formylamino-4-chloro-6-{[(2,2-dichloro-cyclopropyl)-methyl]amino}pyrimidine). RXN SMILES: [NH2:1][C:2]1[N:7]=[C:6]([Cl:8])[CH:5]=[C:4]([NH:9][CH2:10][CH:11]2[CH2:13][C:12]2([Cl:15])[Cl:14])[N:3]=1.[C:16](O)(=[O:18])C.C(OC=O)=O>C(#N)C>[CH:16]([NH:1][C:2]1[N:7]=[C:6]([Cl:8])[CH:5]=[C:4]([NH:9][CH2:10][CH:11]2[CH2:13][C:12]2([Cl:14])[Cl:15])[N:3]=1)=[O:18] |f:1.2|. Procedure: A solution of 2.7 g (0.01 mol) of 2-amino-4-chloro-6-{[(2,2-dichloro-cyclopropyl)methyl]amino}pyrimidine in 300 ml of acetonitrile was added dropwise, while stirring, at room temperature over a period of 15 minutes to a solution of 0.9 gm (0.012 mol) of acetic acid-formic acid anhydride in 5 ml of acetonitrile. After stirring the mixture for about 30 hours at room temperature the solvent was distilled off in vacuo, and the residue was treated twice by dissolving it in about 30 ml of toluene and ... The reactants are COC=1C=C2C=CC=NC2=CC1 (6-methoxyquinoline), [C-]#N.[K+] (potassium cyanide), C(C1=CC=CC=C1)(=O)Cl (benzoyl chloride). The solvent is ClCCl (dichloromethane). Reaction conditions: time 18 hour. Yields the product C(C1=CC=CC=C1)(=O)N1C(C=CC2=CC(=CC=C12)OC)C#N (1-Benzoyl-2-cyano-6-methoxy-1,2-dihydroquinoline). Isolated yield 73.3%. RXN SMILES: [CH3:1][O:2][C:3]1[CH:4]=[C:5]2[C:10](=[CH:11][CH:12]=1)[N:9]=[CH:8][CH:7]=[CH:6]2.[C-:13]#[N:14].[K+].[C:16](Cl)(=[O:23])[C:17]1[CH:22]=[CH:21][CH:20]=[CH:19][CH:18]=1>ClCCl>[C:16]([N:9]1[C:10]2[C:5](=[CH:4][C:3]([O:2][CH3:1])=[CH:12][CH:11]=2)[CH:6]=[CH:7][CH:8]1[C:13]#[N:14])(=[O:23])[C:17]1[CH:22]=[CH:21][CH:20]=[CH:19][CH:18]=1 |f:1.2|. Procedure: A solution of 10 g (63 mmol) of 6-methoxyquinoline in 80 ml of dichloromethane is mixed with a solution of 12.4 g (188 mmol) of potassium cyanide, and 14.5 ml (125 mmol) of benzoyl chloride are then added slowly. The mixture is stirred for 18 h, the organic phase is then separated off and the aqueous phase is extracted with dichloromethane. The organic phases are washed with aqueous 5% hydrochloric acid solution and then with water, with aqueous sodium hydroxide solution and again with water, th... The reactants are CC(C)(C)OC(=O)N1CCNCC1, CC(=O)[O-], CC(=O)[O-], CC(C)(C)[O-], Cc1ccccc1, c1ccc(-c2ccccc2P(C2CCCCC2)C2CCCCC2)cc1, O=S(=O)(Oc1cccc2cc(F)ccc12)C(F)(F)F, [Na+], [Pd+2]. Yields the product CC(C)(C)OC(=O)N1CCN(c2cccc3cc(F)ccc23)CC1. RXN SMILES: [C:20](=[O:21])([O:22][C:23]([CH3:24])([CH3:25])[CH3:26])[N:27]1[CH2:28][CH2:29][NH:30][CH2:31][CH2:32]1.[C:71]([O-:72])(=[O:73])[CH3:74].[C:76]([O-:77])(=[O:78])[CH3:79].[CH3:58][C:59]([CH3:60])([O-:61])[CH3:62].[CH3:64][c:65]1[cH:66][cH:67][cH:68][cH:69][cH:70]1.[CH:33]1([P:34]([CH:35]2[CH2:36][CH2:37][CH2:38][CH2:39][CH2:40]2)[c:41]2[cH:42][cH:43][cH:44][cH:45][c:46]2-[c:47]2[cH:48][cH:49][cH:50][cH:51][cH:52]2)[CH2:53][CH2:54][CH2:55][CH2:56][CH2:57]1.[F:1][c:2]1[cH:3][c:4]2[cH:5][cH:6][cH:7][c:8]([O:12][S:13]([C:14]([F:15])([F:16])[F:17])(=[O:18])=[O:19])[c:9]2[cH:10][cH:11]1.[Na+:63].[Pd+2:75]>>[F:1][c:2]1[cH:3][c:4]2[cH:5][cH:6][cH:7][c:8]([N:30]3[CH2:29][CH2:28][N:27]([C:20](=[O:21])[O:22][C:23]([CH3:24])([CH3:25])[CH3:26])[CH2:32][CH2:31]3)[c:9]2[cH:10][cH:11]1. The reactants are O=Cc1ccc(-c2ccc(Br)cc2)cc1, CN(C)C=O, N#C[Cu], N. Product: N#Cc1ccc(-c2ccc(C=O)cc2)cc1. As a reaction SMILES: [Br:1][c:2]1[cH:3][cH:4][c:5](-[c:8]2[cH:9][cH:10][c:11]([CH:14]=[O:15])[cH:12][cH:13]2)[cH:6][cH:7]1.[CH3:20][N:21]([CH3:22])[CH:23]=[O:24].[Cu:16][C:17]#[N:18].[NH3:19]>>[c:2]1([C:17]#[N:18])[cH:3][cH:4][c:5](-[c:8]2[cH:9][cH:10][c:11]([CH:14]=[O:15])[cH:12][cH:13]2)[cH:6][cH:7]1. Product: CCOC(=O)C(Cl)Cc1ccc(OCC2(C)CCc3c(C)c(OC(C)=O)c(C)c(C)c3O2)nc1. Starting materials: CC(=O)Oc1c(C)c(C)c2c(c1C)CCC(C)(COc1ccc(N)cn1)O2, C=CC(=O)OCC, CC(C)=O, Cl, O=N[O-], [Na+], O. As a reaction SMILES: [C:1]([CH3:2])(=[O:3])[O:4][c:5]1[c:6]([CH3:27])[c:7]2[c:12]([c:13]([CH3:16])[c:14]1[CH3:15])[O:11][C:10]([CH3:17])([CH2:18][O:19][c:20]1[n:21][cH:22][c:23]([NH2:26])[cH:24][cH:25]1)[CH2:9][CH2:8]2.[C:33]([CH:34]=[CH2:35])(=[O:36])[O:37][CH2:38][CH3:39].[CH3:41][C:42](=[O:43])[CH3:44].[ClH:32].[N:28]([O-:29])=[O:30].[Na+:31].[OH2:40]>>[C:1]([CH3:2])(=[O:3])[O:4][c:5]1[c:6]([CH3:27])[c:7]2[c:12]([c:13]([CH3:16])[c:14]1[CH3:15])[O:11][C:10]([CH3:17])([CH2:18][O:19][c:20]1[n:21][cH:22][c:23]([CH2:35][CH:34]([Cl:32])[C:33](=[O:36])[O:37][CH2:38][CH3:39])[cH:24][cH:25]1)[CH2:9][CH2:8]2. Starting materials: COCCOCCOCCOC(=O)OCCl, CC(C)=O, [I-], [Na+]. The product is COCCOCCOCCOC(=O)OCI. As a reaction SMILES: [C:1]([O:2][CH2:3][Cl:4])([O:5][CH2:6][CH2:7][O:8][CH2:9][CH2:10][O:11][CH2:12][CH2:13][O:14][CH3:15])=[O:16].[CH3:19][C:20](=[O:21])[CH3:22].[I-:18].[Na+:17]>>[C:1]([O:2][CH2:3][I:18])([O:5][CH2:6][CH2:7][O:8][CH2:9][CH2:10][O:11][CH2:12][CH2:13][O:14][CH3:15])=[O:16]. Starting materials: C1CCOC1, [Li]CCCC, CC(C)[Si](Cl)(C(C)C)C(C)C, N#N, O, c1cc[nH]c1. The product is CC(C)[Si](C(C)C)(C(C)C)n1cccc1. Reaction SMILES: [CH2:24]1[O:25][CH2:26][CH2:27][CH2:28]1.[CH3:1][CH2:2][CH2:3][CH2:4][Li:5].[Cl:13][Si:14]([CH:15]([CH3:16])[CH3:17])([CH:18]([CH3:19])[CH3:20])[CH:21]([CH3:22])[CH3:23].[N:11]#[N:12].[OH2:29].[nH:6]1[cH:7][cH:8][cH:9][cH:10]1>>[n:6]1([Si:14]([CH:15]([CH3:16])[CH3:17])([CH:18]([CH3:19])[CH3:20])[CH:21]([CH3:22])[CH3:23])[cH:7][cH:8][cH:9][cH:10]1.